Dataset: the Open Reaction Database (ORD), a public repository of structured organic reaction records. Task: describe an organic reaction: reactants, conditions, products, and yield Starting materials: OC(C#C)C1=CC(=C(C=C1)O)OC (3-hydroxy-3-(4-hydroxy-3-methoxyphenyl)-1-propyne), BrC1=C2/C(/C(NC2=CC=C1)=O)=C/C=1NC=CC1OC ((Z)-4-bromo-1,3-dihydro-3-[(3-methoxy-1H-pyrrol-2-yl)methylene]-2H-indol-2-one), BrC1=C2/C(/C(NC2=CC=C1)=O)=C/C=1NC=CC1OC ((Z)-4-bromo-1,3-dihydro-3-[(3-methoxy-1H-pyrrol-2-yl)methylene]-2H-indol-2-one), C(#C)[Mg]Cl (ethynylmagnesium chloride), O=CC1=CC(OC)=C(O)C=C1 (vanillin). Reagents/catalysts: [Cu]I (CuI), Cl[Pd]([P](C1=CC=CC=C1)(C2=CC=CC=C2)C3=CC=CC=C3)([P](C4=CC=CC=C4)(C5=CC=CC=C5)C6=CC=CC=C6)Cl ((Ph3P)2PdCl2). Solvent: CN(C)C=O (DMF), CCN(CC)CC (Et3N). Yields the product OC(C#CC1=C2/C(/C(NC2=CC=C1)=O)=C/C=1NC=CC1OC)C1=CC(=C(C=C1)O)OC (rac-(Z)-1,3-dihydro-4-[3-hydroxy-3-(4-hydroxy-3-methoxyphenyl)-1-propynyl]-3-[(3-methoxy-1H-pyrrol-2-yl)methylene]-2H-indol-2-one). RXN SMILES: [OH:1][CH:2]([C:5]1[CH:10]=[CH:9][C:8]([OH:11])=[C:7]([O:12][CH3:13])[CH:6]=1)[C:3]#[CH:4].C([Mg]Cl)#C.O=CC1C=CC(O)=C(OC)C=1.Br[C:30]1[CH:38]=[CH:37][CH:36]=[C:35]2[C:31]=1/[C:32](=[CH:40]/[C:41]1[NH:42][CH:43]=[CH:44][C:45]=1[O:46][CH3:47])/[C:33](=[O:39])[NH:34]2>Cl[Pd](Cl)([P](C1C=CC=CC=1)(C1C=CC=CC=1)C1C=CC=CC=1)[P](C1C=CC=CC=1)(C1C=CC=CC=1)C1C=CC=CC=1.[Cu]I.CN(C=O)C.CCN(CC)CC>[OH:1][CH:2]([C:5]1[CH:10]=[CH:9][C:8]([OH:11])=[C:7]([O:12][CH3:13])[CH:6]=1)[C:3]#[C:4][C:30]1[CH:38]=[CH:37][CH:36]=[C:35]2[C:31]=1/[C:32](=[CH:40]/[C:41]1[NH:42][CH:43]=[CH:44][C:45]=1[O:46][CH3:47])/[C:33](=[O:39])[NH:34]2 |^1:50,69|. Procedure details: Using Method D above, 3-hydroxy-3-(4-hydroxy-3-methoxyphenyl)-1-propyne (197 mg, 1.1 mmol) (prepared by the addition of ethynylmagnesium chloride (Aldrich) to vanillin (Aldrich) according to Method B above) was coupled to (Z)-4-bromo-1,3-dihydro-3-[(3-methoxy-1H-pyrrol-2-yl)methylene]-2H-indol-2-one (Starting Material 1) (116 mg, 0.36 mmol) using (Ph3P)2PdCl2 (33 mg) (Aldrich) and CuI (18 mg) (Aldrich) as catalyst in DMF (3 mL) and Et3N (3 mL) as solvent at 70° C. for 16 h, yielding rac-(Z)-1,3-...